Dataset: the Open Reaction Database (ORD), a public repository of structured organic reaction records. Task: describe an organic reaction: reactants, conditions, products, and yield Reactants: O=C(OCc1ccccc1)c1ccc2cc(-c3ccc(CCCO)c(C45CC6CC(CC(C6)C4)C5)c3)ccc2c1, C1COCCO1. Product: O=C(O)c1ccc2cc(-c3ccc(CCCO)c(C45CC6CC(CC(C6)C4)C5)c3)ccc2c1. Reaction SMILES: [C:1]12([c:11]3[cH:12][c:13](-[c:21]4[cH:22][c:23]5[cH:24][cH:25][c:26]([C:31](=[O:32])[O:33][CH2:34][c:35]6[cH:36][cH:37][cH:38][cH:39][cH:40]6)[cH:27][c:28]5[cH:29][cH:30]4)[cH:14][cH:15][c:16]3[CH2:17][CH2:18][CH2:19][OH:20])[CH2:2][CH:3]3[CH2:4][CH:5]([CH2:6][CH:7]([CH2:8]1)[CH2:9]3)[CH2:10]2.[O:41]1[CH2:42][CH2:43][O:44][CH2:45][CH2:46]1>>[C:1]12([c:11]3[cH:12][c:13](-[c:21]4[cH:22][c:23]5[cH:24][cH:25][c:26]([C:31](=[O:32])[OH:33])[cH:27][c:28]5[cH:29][cH:30]4)[cH:14][cH:15][c:16]3[CH2:17][CH2:18][CH2:19][OH:20])[CH2:2][CH:3]3[CH2:4][CH:5]([CH2:6][CH:7]([CH2:8]1)[CH2:9]3)[CH2:10]2. Reactants: ClC1=NC=CC2=CC(=CC=C12)O (1-chloroisoquinolin-6-ol), IC(C)C (2-iodopropane), C(=O)([O-])[O-].[K+].[K+] (K2CO3). The solvent is CC(=O)C (acetone). Product: ClC1=NC=CC2=CC(=CC=C12)OC(C)C (1-chloro-6-isopropoxyisoquinoline). The yield is 58.6%. RXN SMILES: [Cl:1][C:2]1[C:11]2[C:6](=[CH:7][C:8]([OH:12])=[CH:9][CH:10]=2)[CH:5]=[CH:4][N:3]=1.I[CH:14]([CH3:16])[CH3:15].C([O-])([O-])=O.[K+].[K+]>CC(C)=O>[Cl:1][C:2]1[C:11]2[C:6](=[CH:7][C:8]([O:12][CH:14]([CH3:16])[CH3:15])=[CH:9][CH:10]=2)[CH:5]=[CH:4][N:3]=1 |f:2.3.4|. Procedure details: A mixture of 1-chloroisoquinolin-6-ol (898 mg, 5 mmol), 2-iodopropane (1700 mg, 10.00 mmol), and K2CO3 (2073 mg, 15.00 mmol) in acetone (20 mL) was refluxed for 16 h. The reaction mixture was filtrated and washed with acetone. the filtrate was concentrated and purified by silica gel chromatography eluting with 10-20% ethyl acetate in hexane to give 650 mg of the product 1-chloro-6-isopropoxyisoquinoline as a solid. 1H NMR (400 MHz, CHLOROFORM-d) δ ppm 8.30-8.13 (m, 2H), 7.47 (d, J=5.3 Hz, 1H), 7... Starting materials: C1(C=2C(C(N1)=O)=CC=CC2)=O (phthalimide), C1(=CC=CC=C1)P(C1=CC=CC=C1)C1=CC=CC=C1 (triphenylphosphine), OCCC1=CC=C(C#N)C=C1 (4-(2-hydroxyethyl)benzonitrile), CCOC(=O)/N=N/C(=O)OCC (diethylazodicarboxylate). The solvent is C1CCOC1 (THF). Conditions: time 1 hour. Product: NCCC1=CC=C(C#N)C=C1 (4-(2-aminoethyl)benzonitrile). Reaction SMILES: C1(=O)[NH:5][C:4](=O)[C:3]2=[CH:7][CH:8]=[CH:9][CH:10]=[C:2]12.C1(P(C2C=CC=CC=2)C2C=CC=CC=2)C=CC=CC=1.OCCC1C=C[C:37]([C:38]#[N:39])=CC=1.CCOC(/N=N/C(OCC)=O)=O>C1COCC1>[NH2:39][CH2:38][CH2:37][C:9]1[CH:10]=[CH:2][C:3]([C:4]#[N:5])=[CH:7][CH:8]=1. Procedure: A mixture of phthalimide (20.0 g) and triphenylphosphine (35.65 g) was added dropwise to a mixture of 4-(2-hydroxyethyl)benzonitrile (20.0 g) and diethylazodicarboxylate (21.4 ml) in THF (650 ml) with stirring over one hour. The mixture was stirred at ambient temperature for 4 days. The solvent was removed under reduced pressure. Methanol (500 ml) and hydrazine hydrate (13 ml) were added to the residue and the mixture was boiled under reflux with stirring for 5 hours. The solvent was removed und... The reactants are C=O (formaldehyde), C(C)(C)C1NCCOC=2C1=C1C=CN(C1=CC2)S(=O)(=O)C2=CC=CC=C2 (1-Isopropyl-8-(phenylsulfonyl)-1,3,4,8-tetrahydro-2H-[1,4]oxazepino[6,7-e]indole), C(C)(=O)O[BH-](OC(C)=O)OC(C)=O.[Na+] (sodium triacetoxyborohydride). The solvent is CO (methanol). Conditions: time 8 hour. The product is C(C)(C)C1N(CCOC=2C1=C1C=CN(C1=CC2)S(=O)(=O)C2=CC=CC=C2)C (1-Isopropyl-2-methyl-8-(phenylsulfonyl)-1,3,4,8-tetrahydro-2H-[1,4]oxazepino[6,7-e]indole). The yield is 5.4%. As a reaction SMILES: [CH:1]([CH:4]1[C:10]2=[C:11]3[C:15](=[CH:16][CH:17]=[C:9]2[O:8][CH2:7][CH2:6][NH:5]1)[N:14]([S:18]([C:21]1[CH:26]=[CH:25][CH:24]=[CH:23][CH:22]=1)(=[O:20])=[O:19])[CH:13]=[CH:12]3)([CH3:3])[CH3:2].C=O.[C:29](O[BH-](OC(=O)C)OC(=O)C)(=O)C.[Na+]>CO>[CH:1]([CH:4]1[C:10]2=[C:11]3[C:15](=[CH:16][CH:17]=[C:9]2[O:8][CH2:7][CH2:6][N:5]1[CH3:29])[N:14]([S:18]([C:21]1[CH:26]=[CH:25][CH:24]=[CH:23][CH:22]=1)(=[O:20])=[O:19])[CH:13]=[CH:12]3)([CH3:3])[CH3:2] |f:2.3|. Reported procedure: 1-Isopropyl-8-(phenylsulfonyl)-1,3,4,8-tetrahydro-2H-[1,4]oxazepino[6,7-e]indole (Example 93, 25 mg, 0.068 mmol) was dissolved in methanol (4 mL) and formaldehyde (37 wt. % in H2O, 0.090 mL, 1.1 mmol) was added followed by sodium triacetoxyborohydride (72 mg, 0.34 mmol). The reaction mixture was allowed to stir at room temperature overnight, evaporated and the crude product was purified by preparative HPLC (XTerra C18, 50 mM NH4HCO3 pH 10-CH3CN) to give the title compound (1.4 mg). MS m/z 385 [M... Starting materials: CO, C=C(C(=O)OCC(F)(F)F)c1ccc(CC(C)C)cc1, [H][H]. The product is CC(C)Cc1ccc(C(C)C(=O)OCC(F)(F)F)cc1. Reaction SMILES: [CH3:23][OH:24].[F:1][C:2]([CH2:3][O:4][C:5]([C:6](=[CH2:7])[c:8]1[cH:9][cH:10][c:11]([CH2:14][CH:15]([CH3:16])[CH3:17])[cH:12][cH:13]1)=[O:18])([F:19])[F:20].[H:21][H:22]>>[F:1][C:2]([CH2:3][O:4][C:5]([CH:6]([CH3:7])[c:8]1[cH:9][cH:10][c:11]([CH2:14][CH:15]([CH3:16])[CH3:17])[cH:12][cH:13]1)=[O:18])([F:19])[F:20]. Reactants: FC(C1=NC(=NO1)C1=CC(=C(OCCCC=2C=NC=CC2)C(=C1)C)C)(F)F (3-[3-[4-(5-trifluoromethyl-1,2,4-oxadiazol-3-yl)-2,6-dimethylphenoxy]-propyl]-pyridine), CS(=O)(=O)OC (methyl methanesulfonate), CS(=O)(=O)OC (methyl methanesulfonate). Solvent: C(Cl)Cl (methylene chloride). Run at time 8 hour. Product: CS(=O)(=O)[O-].C[N+]1=CC(=CC=C1)CCCOC1=C(C=C(C=C1C)C1=NOC(=N1)C(F)(F)F)C (1-methyl-3-[3-[4-(5-trifluoromethyl-1,2,4-oxadiazol-3-yl)-2,6-dimethylphenoxy]-propyl]-pyridinium methanesulfonate). The yield is 157.0%. Reaction SMILES: [F:1][C:2]([F:27])([F:26])[C:3]1[O:7][N:6]=[C:5]([C:8]2[CH:23]=[C:22]([CH3:24])[C:11]([O:12][CH2:13][CH2:14][CH2:15][C:16]3[CH:17]=[N:18][CH:19]=[CH:20][CH:21]=3)=[C:10]([CH3:25])[CH:9]=2)[N:4]=1.[CH3:28][S:29]([O:32]C)(=[O:31])=[O:30]>C(Cl)Cl>[CH3:28][S:29]([O-:32])(=[O:31])=[O:30].[CH3:28][N+:18]1[CH:19]=[CH:20][CH:21]=[C:16]([CH2:15][CH2:14][CH2:13][O:12][C:11]2[C:22]([CH3:24])=[CH:23][C:8]([C:5]3[N:4]=[C:3]([C:2]([F:1])([F:26])[F:27])[O:7][N:6]=3)=[CH:9][C:10]=2[CH3:25])[CH:17]=1 |f:3.4|. Reported procedure: To a solution of 3-[3-[4-(5-trifluoromethyl-1,2,4-oxadiazol-3-yl)-2,6-dimethylphenoxy]-propyl]-pyridine (1 g, 2.6 mmol, 1.1 eq) in 10 ml of methylene chloride was added methyl methanesulfonate (0.32 g, 2.9 mmol) and the mixture was gently refluxed overnight. After adding 0.5 eq of methyl methanesulfonate, the mixture was allowed to reflux an additional 24 h. The mixture was concentrated in vacuo and a solid residue was washed with ether to afford 1.11 g (85.3%) of 1-methyl-3-[3-[4-(5-trifluorome...